From a dataset of the Open Reaction Database (ORD), a public repository of structured organic reaction records. describe an organic reaction: reactants, conditions, products, and yield The reactants are [Cl-].[NH4+] (ammonium chloride), C1(=CC=CC=C1)C(CCO)C1=CC=CC=C1 (3,3-diphenylpropanol), [H-].[Na+] (sodium hydride), COC1=CC=CC=2C=C(OC21)CCl (7-methoxy-2-chloromethylbenzofuran). Solvent: O (water), CN(C)C=O (DMF). Reaction conditions: time 15 minute. The product is C1(=CC=CC=C1)C(CCOCC=1OC2=C(C1)C=CC=C2OC)C2=CC=CC=C2 (2-((3,3-diphenylpropyloxy)methyl)-7-methoxybenzofuran). Isolated yield 83.2%. RXN SMILES: [C:1]1([CH:7]([C:11]2[CH:16]=[CH:15][CH:14]=[CH:13][CH:12]=2)[CH2:8][CH2:9][OH:10])[CH:6]=[CH:5][CH:4]=[CH:3][CH:2]=1.[H-].[Na+].[CH3:19][O:20][C:21]1[C:29]2[O:28][C:27]([CH2:30]Cl)=[CH:26][C:25]=2[CH:24]=[CH:23][CH:22]=1.[Cl-].[NH4+]>O.CN(C=O)C>[C:11]1([CH:7]([C:1]2[CH:2]=[CH:3][CH:4]=[CH:5][CH:6]=2)[CH2:8][CH2:9][O:10][CH2:30][C:27]2[O:28][C:29]3[C:21]([O:20][CH3:19])=[CH:22][CH:23]=[CH:24][C:25]=3[CH:26]=2)[CH:12]=[CH:13][CH:14]=[CH:15][CH:16]=1 |f:1.2,4.5|. Procedure: 3,3-diphenylpropanol (324 mg) and sodium hydride (60% dispersion in mineral oil, 54 mg) were added to DMF (5 ml) and the obtained mixture was stirred at room temperature for 15 minutes. 7-methoxy-2-chloromethylbenzofuran (250 mg) was then added and the resulting mixture was stirred at room temperature for 3 hours. The reaction mixture was added to saturated aqueous ammonium chloride solution (15 ml) to neutralize the mixture. Distilled water (20 ml) was added to the mixture and the resultant was... The reactants are Bis(dibenzylidineacetone)palladium, (2′-dicyclohexyl phosphanyl-biphenyl-2-yl)-dimethylamine, CC(C)([O-])C.[K+] (Potassium tert-butoxide), Cl.FC(C1=CC=C2CCNCC2=C1)(F)F (7-trifluoromethyl-1,2,3,4-tetrahydro-isoquinoline hydrochloride salt), BrC1=CC(=C(C(=C1)C)NC(CC(C)(C)C)=O)C (N-(4-Bromo-2,6-dimethyl-phenyl)-3,3-dimethyl-butanamide). Run in C1(=CC=CC=C1)C (toluene). Reaction conditions: time 15 minute. Yields the product CC1=C(C(=CC(=C1)N1CC2=CC(=CC=C2CC1)C(F)(F)F)C)NC(CC(C)(C)C)=O (N-[2,6-Dimethyl-4-(7-trifluoromethyl-3,4-dihydro-1H-isoquinolin-2-yl)-phenyl]-3,3-dimethyl-butanamide). As a reaction SMILES: CC(C)([O-])C.[K+].Cl.[F:8][C:9]([F:21])([F:20])[C:10]1[CH:19]=[C:18]2[C:13]([CH2:14][CH2:15][NH:16][CH2:17]2)=[CH:12][CH:11]=1.Br[C:23]1[CH:28]=[C:27]([CH3:29])[C:26]([NH:30][C:31](=[O:37])[CH2:32][C:33]([CH3:36])([CH3:35])[CH3:34])=[C:25]([CH3:38])[CH:24]=1>C1(C)C=CC=CC=1>[CH3:29][C:27]1[CH:28]=[C:23]([N:16]2[CH2:15][CH2:14][C:13]3[C:18](=[CH:19][C:10]([C:9]([F:8])([F:20])[F:21])=[CH:11][CH:12]=3)[CH2:17]2)[CH:24]=[C:25]([CH3:38])[C:26]=1[NH:30][C:31](=[O:37])[CH2:32][C:33]([CH3:35])([CH3:34])[CH3:36] |f:0.1,2.3|. Procedure: Bis(dibenzylidineacetone)palladium (390 mg, 0.68 mmol) and (2′-dicyclohexyl phosphanyl-biphenyl-2-yl)-dimethylamine (800 mg, 2.0 mmol) were added to dry toluene (150 mL purged with argon) and stirred for 15 minutes under argon. Potassium tert-butoxide (4.75 g, 42.3 mmol), 7-trifluoromethyl-1,2,3,4-tetrahydro-isoquinoline hydrochloride salt (4.82 g, 20.3 mmol) and N-(4-Bromo-2,6-dimethyl-phenyl)-3,3-dimethyl-butanamide (5 g, 16.8 mmol) were then added and the reaction mixture was stirred at 80° C...